Dataset: the Open Reaction Database (ORD), a public repository of structured organic reaction records. Task: describe an organic reaction: reactants, conditions, products, and yield Reactants: O=C1CCC(=O)N1Br, O=C(OOC(=O)c1ccccc1)c1ccccc1, Cc1cc(I)ccc1Cl, ClC(Cl)(Cl)Cl. Yields the product Clc1ccc(I)cc1CBr. Reaction SMILES: [Br:10][N:11]1[C:12](=[O:13])[CH2:14][CH2:15][C:16]1=[O:17].[C:18]([O:19][O:20][C:21](=[O:22])[c:23]1[cH:24][cH:25][cH:26][cH:27][cH:28]1)(=[O:29])[c:30]1[cH:31][cH:32][cH:33][cH:34][cH:35]1.[Cl:1][c:2]1[c:3]([CH3:9])[cH:4][c:5]([I:8])[cH:6][cH:7]1.[Cl:36][C:37]([Cl:38])([Cl:39])[Cl:40]>>[Cl:1][c:2]1[c:3]([CH2:9][Br:10])[cH:4][c:5]([I:8])[cH:6][cH:7]1. The reactants are C(C)(=O)O[BH-](OC(C)=O)OC(C)=O.[Na+] (sodium triacetoxyborohydride), C([O-])([O-])=O.[Na+].[Na+] (sodium carbonate), COC1=CC=C(C=O)C=C1 (p-methoxybenzaldehyde), Cl.N[C@H](CC)C(=O)OC (methyl D-homoalaninate-hydrochloride), TEA. Run in C(Cl)Cl (DCM). Reaction conditions: time 10 minute. Product: COC([C@@H](CC)NCC1=CC=C(C=C1)OC)=O ((R)-2-(4-Methoxy-benzylamino)-butyric acid methyl ester). Yield: 107.4%. As a reaction SMILES: [CH3:1][O:2][C:3]1[CH:10]=[CH:9][C:6]([CH:7]=O)=[CH:5][CH:4]=1.Cl.[NH2:12][C@@H:13]([C:16]([O:18][CH3:19])=[O:17])[CH2:14][CH3:15].C(O[BH-](OC(=O)C)OC(=O)C)(=O)C.[Na+].C(=O)([O-])[O-].[Na+].[Na+]>C(Cl)Cl>[CH3:19][O:18][C:16](=[O:17])[C@H:13]([NH:12][CH2:7][C:6]1[CH:9]=[CH:10][C:3]([O:2][CH3:1])=[CH:4][CH:5]=1)[CH2:14][CH3:15] |f:1.2,3.4,5.6.7|. Procedure: 10.0 g of p-methoxybenzaldehyde and 12.98 g of methyl D-homoalaninate-hydrochloride were dissolved in 160 ml of DCM and at 0° C. 11.35 ml of TEA were added. After 10 min at 0° C. 23.36 g of sodium triacetoxyborohydride were added in small portions. The reaction was stirred at r.t. overnight. To the reaction was then added aqueous sodium carbonate solution (10%). The layers were separated and the organic layer was washed with water until neutral, dried over Na2SO4, filtered and concentrated in va... The reactants are C(CCCCCCCCCCCCC)C(C(=O)O)CCCCCCCCCCCCCC (2-(tetradecyl)hexadecanoic acid), CO (methanol), [OH-].[Na+] (sodium hydroxide). Reagents/catalysts: S(O)(O)(=O)=O (sulfuric acid). Conditions: temperature 55 celsius, time 1 day. Yields the product C(CCCCCCCCCCCCC)C(C(=O)OC)CCCCCCCCCCCCCC (methyl 2-(tetradecyl)hexadecanoate). As a reaction SMILES: [CH2:1]([CH:15]([CH2:19][CH2:20][CH2:21][CH2:22][CH2:23][CH2:24][CH2:25][CH2:26][CH2:27][CH2:28][CH2:29][CH2:30][CH2:31][CH3:32])[C:16]([OH:18])=[O:17])[CH2:2][CH2:3][CH2:4][CH2:5][CH2:6][CH2:7][CH2:8][CH2:9][CH2:10][CH2:11][CH2:12][CH2:13][CH3:14].[OH-].[Na+].[CH3:35]O>S(=O)(=O)(O)O>[CH2:19]([CH:15]([CH2:1][CH2:2][CH2:3][CH2:4][CH2:5][CH2:6][CH2:7][CH2:8][CH2:9][CH2:10][CH2:11][CH2:12][CH2:13][CH3:14])[C:16]([O:18][CH3:35])=[O:17])[CH2:20][CH2:21][CH2:22][CH2:23][CH2:24][CH2:25][CH2:26][CH2:27][CH2:28][CH2:29][CH2:30][CH2:31][CH3:32] |f:1.2|. Reported procedure: 144 mg of 2-(tetradecyl)hexadecanoic acid was dissolved in 25 ml of methanol. After the addition of a few drops of concentrated sulfuric acid, the solution was stirred at 55° C. for one day, neutralized with 10% sodium hydroxide and extracted with dichloromethane. The organic layer was washed with water, dried over anhydrous sodium sulfate and concentrated in vacuo. The residue was purified by silica gel chromatography (ethyl acetate:hexane=1:50) to obtain methyl 2-(tetradecyl)hexadecanoate. Reactants: C(C)(=O)OCC (Ethyl acetate), C(C)(=O)O.C(=N)N (Formamidine acetate), FC=1C=CC(=NC1)[C@H](C)NC1=NC=C(C(=N1)NC1=NNC(=C1)OC(C)C)[N+](=O)[O-] (N2-[(1S)-1-(5-fluoropyridin-2-yl)ethyl]-N4-(5-isopropoxy-1H-pyrazol-3-yl)-5-nitropyrimidine-2,4-diamine), FC=1C=CC(=NC1)[C@H](C)NC1=NC=C(C(=N1)NC1=NNC(=C1)OC(C)C)[N+](=O)[O-] (N2-[(1S)-1-(5-fluoropyridin-2-yl)ethyl]-N4-(5-isopropoxy-1H-pyrazol-3-yl)-5-nitropyrimidine-2,4-diamine), C(C)O (ethanol). Reagents/catalysts: [Pd] (Pd—C). Solvent: [Cl-].[Na+].O (brine). Product: FC=1C=CC(=NC1)[C@H](C)NC1=NC=C2N=CN(C2=N1)C1=NNC(=C1)OC(C)C (N-[(1S)-1-(5-Fluoropyridin-2-yl)ethyl]-9-(5-isopropoxy-1H-pyrazol-3-yl)-9H-purin-2-amine). As a reaction SMILES: [F:1][C:2]1[CH:3]=[CH:4][C:5]([C@@H:8]([NH:10][C:11]2[N:16]=[C:15]([NH:17][C:18]3[CH:22]=[C:21]([O:23][CH:24]([CH3:26])[CH3:25])[NH:20][N:19]=3)[C:14]([N+:27]([O-])=O)=[CH:13][N:12]=2)[CH3:9])=[N:6][CH:7]=1.[CH2:30](O)C.C(O)(=O)C.C(N)=N.C(OCC)(=O)C>[Cl-].[Na+].O.[Pd]>[F:1][C:2]1[CH:3]=[CH:4][C:5]([C@@H:8]([NH:10][C:11]2[N:16]=[C:15]3[C:14]([N:27]=[CH:30][N:17]3[C:18]3[CH:22]=[C:21]([O:23][CH:24]([CH3:26])[CH3:25])[NH:20][N:19]=3)=[CH:13][N:12]=2)[CH3:9])=[N:6][CH:7]=1 |f:2.3,5.6.7|. Procedure: N2-[(1S)-1-(5-fluoropyridin-2-yl)ethyl]-N4-(5-isopropoxy-1H-pyrazol-3-yl)-5-nitropyrimidine-2,4-diamine (Intermediate 31, 1.0 g) was dissolved into ethanol (20 mL) with Pd—C (150 mg) and a hydrogen inlet. The mixture was stirred at room temperature until no starting material was detected with TLC or LCMS. Formamidine acetate (1.0 g) was added to the filtrate after the filtration of resulting mixture. The mixture was stirred at 85° C. for 4 hours. Ethyl acetate (40 mL) was added into the resultin... Reactants: CC1=C(C=CC(=C1)C)C(C(CCC(=O)OCC)=O)C#N (ethyl 5-(2',4'-dimethylphenyl)-5-cyano-4-ketopentanoate), S(O)(O)(=O)=O (sulfuric acid). Solvent: C(C)(=O)O (acetic acid), O (water). Product: CC1=C(C=CC(=C1)C)CC(CCC(=O)O)=O (5-(2',4'-dimethylphenyl)-4-ketopentanoic acid). Yield: 46.0%. RXN SMILES: [CH3:1][C:2]1[CH:7]=[C:6]([CH3:8])[CH:5]=[CH:4][C:3]=1[CH:9](C#N)[C:10](=[O:18])[CH2:11][CH2:12][C:13]([O:15]CC)=[O:14].S(=O)(=O)(O)O>C(O)(=O)C.O>[CH3:1][C:2]1[CH:7]=[C:6]([CH3:8])[CH:5]=[CH:4][C:3]=1[CH2:9][C:10](=[O:18])[CH2:11][CH2:12][C:13]([OH:15])=[O:14]. Procedure: This acid was prepared by refluxing 106.5 g (0.390 mol) of ethyl 5-(2',4'-dimethylphenyl)-5-cyano-4-ketopentanoate in 350 ml of glacial acetic acid, 122 ml of water, and 122 ml of concentrated sulfuric acid. The procedure is described in Example I, Part B. The product was obtained as a dark-colored viscous oil, 39.2 g (46% yield). Reactants: CC1=NN(C(=C1C1=CC=CC=C1)C)C1=CC=C(C=C1)CCNC(OC1=CC=CC=C1)=O (Phenyl 2-[4-(3,5-dimethyl-4-phenyl-1H-pyrazol-1-yl)phenyl]ethylcarbamate), OC1=CC=C(C=C1)S(=O)(=O)N (4-hydroxybenzenesulfonamide), C(C)#N (acetonitrile), CCCCCCC=CCCC (7-undecene). Run in ClCCl (dichloromethane). The product is CC1=NN(C(=C1C1=CC=CC=C1)C)C1=CC=C(C=C1)CCNC(=O)NS(=O)(=O)C1=CC=C(C=C1)O (N-[({2-[4-(3,5-Dimethyl-4-phenyl-1H-pyrazol-1-yl)phenyl]ethyl}amino)carbonyl]-4-hydroxybenzenesulfonamide). Yield: 75.6%. As a reaction SMILES: [CH3:1][C:2]1[C:6]([C:7]2[CH:12]=[CH:11][CH:10]=[CH:9][CH:8]=2)=[C:5]([CH3:13])[N:4]([C:14]2[CH:19]=[CH:18][C:17]([CH2:20][CH2:21][NH:22][C:23](=[O:31])OC3C=CC=CC=3)=[CH:16][CH:15]=2)[N:3]=1.[OH:32][C:33]1[CH:38]=[CH:37][C:36]([S:39]([NH2:42])(=[O:41])=[O:40])=[CH:35][CH:34]=1.C(#N)C.CCCCCCC=CCCC>ClCCl>[CH3:1][C:2]1[C:6]([C:7]2[CH:12]=[CH:11][CH:10]=[CH:9][CH:8]=2)=[C:5]([CH3:13])[N:4]([C:14]2[CH:19]=[CH:18][C:17]([CH2:20][CH2:21][NH:22][C:23]([NH:42][S:39]([C:36]3[CH:35]=[CH:34][C:33]([OH:32])=[CH:38][CH:37]=3)(=[O:40])=[O:41])=[O:31])=[CH:16][CH:15]=2)[N:3]=1. Reported procedure: A mixture of phenyl 2-[4-(3,5-dimethyl-4-phenyl-1H-pyrazol-1-yl)phenyl]ethylcarbamate (step 1 of Example 22, 100 mg, 0.24 mmol), 4-hydroxybenzenesulfonamide (42 mg, 0.24 mmol), acetonitrile (3 mL) and 1,8-[5.4.0]-7-undecene (36 μL, 0.24 mmol) was stirred at room temperature for 16 h. The mixture was diluted with dichloromethane, and washed with 1 M hydrochloric acid and sat. NaHCO3 aq. The organic fraction was dried over MgSO4 and concentrated under reduced pressure. The residue was purified by ... The reactants are C(C)(C)(C)NC(=S)NC1=CC(=CC(=C1)F)Cl (N-t-butyl-N'-(3-chloro-5-fluorophenyl)thiourea), ClCCl (dichloromethane), C1(=CC=CC=C1)P(C1=CC=CC=C1)C1=CC=CC=C1 (triphenylphosphine), C(Cl)(Cl)(Cl)Cl (carbon tetrachloride). The solvent is C(C)N(CC)CC (triethylamine). The product is C(C)(C)(C)N=C=NC1=CC(=CC(=C1)F)Cl (N-t-butyl-N'-(3-chloro-5-fluorophenyl)carbodiimide). Reaction SMILES: [C:1]([NH:5][C:6]([NH:8][C:9]1[CH:14]=[C:13]([F:15])[CH:12]=[C:11]([Cl:16])[CH:10]=1)=S)([CH3:4])([CH3:3])[CH3:2].ClCCl.C1(P(C2C=CC=CC=2)C2C=CC=CC=2)C=CC=CC=1.C(Cl)(Cl)(Cl)Cl>C(N(CC)CC)C>[C:1]([N:5]=[C:6]=[N:8][C:9]1[CH:14]=[C:13]([F:15])[CH:12]=[C:11]([Cl:16])[CH:10]=1)([CH3:4])([CH3:2])[CH3:3]. Procedure: To a solution of 1.04 g of N-t-butyl-N'-(3-chloro-5-fluorophenyl)thiourea produced in Example A-11 in 25 of dichloromethane were added 4.18 g of triphenylphosphine, 2.53 g of carbon tetrachloride and 1.61 g of triethylamine. The mixture was refluxed for 2 hours and evaporated in vacuo. The residue was chromatographed on a silica gel column using cyclohexane as a solvent to give N-t-butyl-N'-(3-chloro-5-fluorophenyl)carbodiimide as an oil. To a solution of this oil in 1.5 ml of DMF were added 500...